The task is: describe an organic reaction: reactants, conditions, products, and yield. This data is from the Open Reaction Database (ORD), a public repository of structured organic reaction records. Procedure: In a three necked flask, under argon, a solution of tert-butyl (2S)-2-[4-(hydroxymethyl)-2-oxo-1-pyrrolidinyl]butanoate 398 (4.0 g, 0.016 mol.) in CH2Cl2 (8 ml) is added to a suspension of CrO3 (6.2 g, 0.062 mol.) in pyridine (11.3 ml)/CH2Cl2 (80 ml) stirred at room temperature. The temperature increases to 30° C. and the suspension is stirred for 0.2 h. The suspension is filtered through celite and the filtrate is washed successively with HCl 1N, brine, dried over magnesium sulfate and concentr... Isolated yield 49.7%. The reactants are OCC1CC(N(C1)[C@H](C(=O)OC(C)(C)C)CC)=O (tert-butyl (2S)-2-[4-(hydroxymethyl)-2-oxo-1-pyrrolidinyl]butanoate), CrO3. Reaction SMILES: [OH:1][CH2:2][CH:3]1[CH2:7][N:6]([C@@H:8]([CH2:16][CH3:17])[C:9]([O:11][C:12]([CH3:15])([CH3:14])[CH3:13])=[O:10])[C:5](=[O:18])[CH2:4]1>C(Cl)Cl.N1C=CC=CC=1>[C:12]([O:11][C:9]([C@@H:8]([N:6]1[C:5](=[O:18])[CH2:4][CH:3]([CH:2]=[O:1])[CH2:7]1)[CH2:16][CH3:17])=[O:10])([CH3:15])([CH3:13])[CH3:14]. The solvent is C(Cl)Cl (CH2Cl2), N1=CC=CC=C1 (pyridine), C(Cl)Cl (CH2Cl2). Product: C(C)(C)(C)OC(=O)[C@H](CC)N1CC(CC1=O)C=O (1-[(1S)-1-(tertbutoxycarbonyl)propyl]-5-oxo-3-pyrrolidinecaboxaldehyde).